This data is from the Open Reaction Database (ORD), a public repository of structured organic reaction records. The task is: describe an organic reaction: reactants, conditions, products, and yield Reactants: 1,3-(naphthalen-2-yl)-1-(pyridin-4-yl)propenone, [I-].BrC1=CC=CC(=N1)C(C[N+]1=CC=CC=C1)=O ([2-(6-bromopyridin-2-yl)oxoethyl]pyridinium iodide), BrC1=CC=CC(=N1)C1=NC(=CC(=C1)C1=CC2=CC=CC=C2C=C1)C1=CC=NC=C1 (6-bromo-4′-(naphthalen-2-yl)-[2,2′;6′,4″]terpyridine), crude product, C1=C(C=CC2=CC=CC=C12)C=O (2-naphthaldehyde), BrC=1C(=NC=CC1)C1=NC(=CC(=C1)C1=CC2=CC=CC=C2C=C1)C1=CC=NC=C1 (bromo-4′-(naphthalen-2-yl)-[2,2′;6′,4″]terpyridine), C1=NC=CC=2NC=3C=CC=CC3C21 (5H-pyrido[4,3-b]indole), C([O-])([O-])=O.[K+].[K+] (potassium carbonate), C(C)(=O)C1=CC=NC=C1 (4-acetylpyridine). The reagents and catalysts are [Cu] (copper). Solvent: C(Cl)(Cl)Cl (chloroform), C(Cl)(Cl)Cl (chloroform), ClC1=C(C=CC=C1)Cl (o-dichlorobenzene), CS(=O)C (dimethyl sulfoxide). Reaction conditions: temperature 140 celsius, time 5.5 hour. Yields the product C1=C(C=CC2=CC=CC=C12)C1=CC(=NC(=C1)C1=CC=NC=C1)C1=NC(=CC=C1)N1C2=C(C=3C=CC=CC13)C=NC=C2 (4′-(naphthalen-2-yl)-6-(5H-pyrido[4,3-b]indol-5-yl)-[2,2′;6′,4″]terpyridine). Isolated yield 85.0%. Reaction SMILES: [CH:1]1[C:10]2[C:5](=[CH:6][CH:7]=[CH:8][CH:9]=2)[CH:4]=[CH:3][C:2]=1[CH:11]=O.C(C1C=CN=CC=1)(=O)C.[I-].BrC1N=C(C(=O)C[N+]2C=CC=CC=2)C=CC=1.Br[C:40]1[N:45]=[C:44]([C:46]2[CH:51]=C(C3C=CC4C(=CC=CC=4)C=3)[CH:49]=[C:48]([C:62]3[CH:67]=[CH:66][N:65]=[CH:64][CH:63]=3)[N:47]=2)[CH:43]=[CH:42][CH:41]=1.BrC1C(C2C=C(C3C=CC4C(=CC=CC=4)C=3)C=C(C3C=CN=CC=3)N=2)=NC=CC=1.[CH:97]1[C:109]2[C:108]3[CH:107]=[CH:106][CH:105]=[CH:104][C:103]=3[NH:102][C:101]=2[CH:100]=[CH:99][N:98]=1.C(=O)([O-])[O-].[K+].[K+]>C(Cl)(Cl)Cl.[Cu].ClC1C=CC=CC=1Cl.CS(C)=O>[CH:1]1[C:10]2[C:5](=[CH:6][CH:7]=[CH:8][CH:9]=2)[CH:4]=[CH:3][C:2]=1[C:11]1[CH:49]=[C:48]([C:62]2[CH:63]=[CH:64][N:65]=[CH:66][CH:67]=2)[N:47]=[C:46]([C:44]2[CH:43]=[CH:42][CH:41]=[C:40]([N:102]3[C:103]4[CH:104]=[CH:105][CH:106]=[CH:107][C:108]=4[C:109]4[CH:97]=[N:98][CH:99]=[CH:100][C:101]3=4)[N:45]=2)[CH:51]=1 |f:2.3,7.8.9|. Reported procedure: As in Example 1,3-(naphthalen-2-yl)-1-(pyridin-4-yl)propenone was synthesized from 2-naphthaldehyde and 4-acetylpyridine, and further subjected to a reaction with [2-(6-bromopyridin-2-yl)oxoethyl]pyridinium iodide to synthesize 6-bromo-4′-(naphthalen-2-yl)-[2,2′;6′,4″]terpyridine. To 5.0 g of the resulting 6 bromo-4′-(naphthalen-2-yl)-[2,2′;6′,4″]terpyridine were added 1.9 g of 5H-pyrido[4,3-b]indole, 0.4 g of a copper powder, 4.7 g of potassium carbonate, 0.4 mL of dimethyl sulfoxide, and 22 mL... Reactants: CN1CCN(CC1)C1=CC=C(C=C1)[C@H](C)NC(OC(C)(C)C)=O (1,1-dimethylethyl {(1S)-1-[4-(4-methylpiperazin-1-yl)phenyl]ethyl}carbamate), Cl (hydrogen chloride). Run in O1CCOCC1 (dioxane), CO (methanol). Yields the product Cl.Cl.CN1CCN(CC1)C1=CC=C(C=C1)[C@H](C)N ((S)-1-[4-(4-methylpiperazin-1-yl)phenyl]ethylamine dihydrochloride). Yield: 95.0%. As a reaction SMILES: [CH3:1][N:2]1[CH2:7][CH2:6][N:5]([C:8]2[CH:13]=[CH:12][C:11]([C@@H:14]([NH:16]C(=O)OC(C)(C)C)[CH3:15])=[CH:10][CH:9]=2)[CH2:4][CH2:3]1.[ClH:24]>O1CCOCC1.CO>[ClH:24].[ClH:24].[CH3:1][N:2]1[CH2:7][CH2:6][N:5]([C:8]2[CH:13]=[CH:12][C:11]([C@@H:14]([NH2:16])[CH3:15])=[CH:10][CH:9]=2)[CH2:4][CH2:3]1 |f:4.5.6|. Procedure: A solution of 1,1-dimethylethyl {(1S)-1-[4-(4-methylpiperazin-1-yl)phenyl]ethyl}carbamate (2 g, 6.3 mmol) and 4N hydrogen chloride in dioxane (5 mL) in methanol (5 mL) was refluxed for 2 min. After cooling to room temperature the mixture was concentrated and rotary evaporated from benzene, and further dried in vacuo to afford 1.7 g, 5.9 mmol (95%) of (S)-1-[4-(4-methylpiperazin-1-yl)phenyl]ethylamine dihydrochloride. MS (EI) for C13H21N3: 220 (MH+). The reactants are C(C)(=O)C1=CC=C(C=C1)N=NC(C(=O)N)=C1NC(CC2=CC=CC=C12)(C)C (2-(4-acetyl-phenylazo)-2-(3,3-dimethyl-3,4-dihydro-2H-isoquinoline-1-ylidene)-acetamide), CN(C)C1=NC=CC=C1 (dimethylaminopyridine), C(C)(=O)OC(C)=O (acetic anhydride). Solvent: N1=CC=CC=C1 (pyridine), ice. Product: C(C)(=O)N1C(C2=CC=CC=C2CC1(C)C)=C(C(=O)N)N=NC1=CC=C(C=C1)C(C)=O (2-(2-acetyl-3,3-dimethyl-3,4-dihydro-2H-isoquinoline-1-ylidene)-2-(4-acetyl-phenylazo)-acetamide). As a reaction SMILES: [C:1]([C:4]1[CH:9]=[CH:8][C:7]([N:10]=[N:11][C:12](=[C:16]2[C:25]3[C:20](=[CH:21][CH:22]=[CH:23][CH:24]=3)[CH2:19][C:18]([CH3:27])([CH3:26])[NH:17]2)[C:13]([NH2:15])=[O:14])=[CH:6][CH:5]=1)(=[O:3])[CH3:2].CN(C1C=CC=CN=1)C.[C:37](OC(=O)C)(=[O:39])[CH3:38]>N1C=CC=CC=1>[C:37]([N:17]1[C:18]([CH3:27])([CH3:26])[CH2:19][C:20]2[C:25](=[CH:24][CH:23]=[CH:22][CH:21]=2)[C:16]1=[C:12]([N:11]=[N:10][C:7]1[CH:6]=[CH:5][C:4]([C:1](=[O:3])[CH3:2])=[CH:9][CH:8]=1)[C:13]([NH2:15])=[O:14])(=[O:39])[CH3:38]. Procedure details: 2-(4-acetyl-phenylazo)-2-(3,3-dimethyl-3,4-dihydro-2H-isoquinoline-1-ylidene)-acetamide (Asinex Corp., Russia) and dimethylaminopyridine are dissolved in pyridine on the ice bath, and acetic anhydride is added. After the reaction is stopped, the solvent after the reaction as described above is poured on ice water to extract the reaction product by adding dichloromethane. The reaction product is dried by using anhydrous sodium sulfate and filtered and, then, the solvent is removed by reducing the... The reactants are C(CCC)C1=NC2=CC=C(C=C2C(N1CC1=CC=C(C=C1)C1=C(C=CC=C1)C1=NN=NN1C(C1=CC=CC=C1)(C1=CC=CC=C1)C1=CC=CC=C1)=O)C=C (2-Butyl-6-ethenyl-3-[[2'-[1-(triphenylmethyl)-1H-tetrazol-5-yl]-[1,1'-biphenyl]-4-yl]methyl]-4(3H)-quinazolinone), [N+]=1(CCCCC1)[O-] (2,3,4,5-tetrahydropyridine 1-oxide). Run in C1(=CC=CC=C1)C (toluene). The product is C(CCC)C1=NC2=CC=C(C=C2C(N1CC1=CC=C(C=C1)C1=C(C=CC=C1)C1=NN=NN1C(C1=CC=CC=C1)(C1=CC=CC=C1)C1=CC=CC=C1)=O)[C@@H]1C[C@H]2N(CCCC2)O1 ((Trans)-2-Butyl-6-(hexahydro-2H-isoxazolo[2,3-a]-pyridin-2-yl)-3-[[2'-[1-(triphenylmethyl)-1H-tetrazol-5-yl][1,1'-biphenyl]-4-yl]methyl]-4(3H)-quinazolinone). Isolated yield 10.0%. RXN SMILES: [CH2:1]([C:5]1[N:14]([CH2:15][C:16]2[CH:21]=[CH:20][C:19]([C:22]3[CH:27]=[CH:26][CH:25]=[CH:24][C:23]=3[C:28]3[N:32]([C:33]([C:46]4[CH:51]=[CH:50][CH:49]=[CH:48][CH:47]=4)([C:40]4[CH:45]=[CH:44][CH:43]=[CH:42][CH:41]=4)[C:34]4[CH:39]=[CH:38][CH:37]=[CH:36][CH:35]=4)[N:31]=[N:30][N:29]=3)=[CH:18][CH:17]=2)[C:13](=[O:52])[C:12]2[C:7](=[CH:8][CH:9]=[C:10]([CH:53]=[CH2:54])[CH:11]=2)[N:6]=1)[CH2:2][CH2:3][CH3:4].[N+:55]1([O-:61])[CH2:56][CH2:57][CH2:58][CH2:59][CH:60]=1>C1(C)C=CC=CC=1>[CH2:1]([C:5]1[N:14]([CH2:15][C:16]2[CH:17]=[CH:18][C:19]([C:22]3[CH:27]=[CH:26][CH:25]=[CH:24][C:23]=3[C:28]3[N:32]([C:33]([C:40]4[CH:45]=[CH:44][CH:43]=[CH:42][CH:41]=4)([C:46]4[CH:47]=[CH:48][CH:49]=[CH:50][CH:51]=4)[C:34]4[CH:35]=[CH:36][CH:37]=[CH:38][CH:39]=4)[N:31]=[N:30][N:29]=3)=[CH:20][CH:21]=2)[C:13](=[O:52])[C:12]2[C:7](=[CH:8][CH:9]=[C:10]([C@H:53]3[O:61][N:55]4[CH2:56][CH2:57][CH2:58][CH2:59][C@H:60]4[CH2:54]3)[CH:11]=2)[N:6]=1)[CH2:2][CH2:3][CH3:4]. Procedure details: To a solution of 0.500 g of 2-Butyl-6-ethenyl-3-[[2'-[1-(triphenylmethyl)-1H-tetrazol-5-yl]-[1,1'-biphenyl]-4-yl]methyl]-4(3H)-quinazolinone in 100 ml of toluene is added 0.291 g of 2,3,4,5-tetrahydropyridine 1-oxide and the reaction mixture heated at reflux for 18 hours. The reaction mixture is cooled and concentrated in vacuo to a residue which is purified by chromatography on silica gel by elution with 1:1 ethyl acetate-hexanes to give 0.160 g of the first desired product as a foam, FAB MASS ... Starting materials: NC=1SC=C(N1)CC(=O)OCC (ethyl 2-amino-4-thiazolylacetate), ClC1=C(C(=CC(=C1)Cl)Cl)S(=O)(=O)Cl (2,4,6-trichlorobenzenesulfonyl chloride). The product is ClC1=C(C(=CC(=C1)Cl)Cl)S(=O)(=O)NC=1SC=C(N1)CC(=O)OCC (Ethyl (2-{[(2,4,6-trichlorophenyl)sulfonyl]amino}-1,3-thiazol-4-yl)acetate), solid. RXN SMILES: [NH2:1][C:2]1[S:3][CH:4]=[C:5]([CH2:7][C:8]([O:10][CH2:11][CH3:12])=[O:9])[N:6]=1.[Cl:13][C:14]1[CH:19]=[C:18]([Cl:20])[CH:17]=[C:16]([Cl:21])[C:15]=1[S:22](Cl)(=[O:24])=[O:23]>>[Cl:13][C:14]1[CH:19]=[C:18]([Cl:20])[CH:17]=[C:16]([Cl:21])[C:15]=1[S:22]([NH:1][C:2]1[S:3][CH:4]=[C:5]([CH2:7][C:8]([O:10][CH2:11][CH3:12])=[O:9])[N:6]=1)(=[O:24])=[O:23]. Reported procedure: The title compound was prepared from ethyl 2-amino-4-thiazolylacetate and 2,4,6-trichlorobenzenesulfonyl chloride as described in the synthetic METHOD B to give a white solid (32.0 mg) with purity >90%: LCMS (pos) m/z 431.0; HRMS m/z 427.9238 (calc. of monoisotopic mass for C13H11Cl3N2O4S2 gives 427.9226).